Dataset: the Open Reaction Database (ORD), a public repository of structured organic reaction records. Task: describe an organic reaction: reactants, conditions, products, and yield Reactants: O=C(n1ccnc1)n1ccnc1, COc1ccc(CC(=O)O)cc1OC1CCCC1, ClCCl, Nc1cccc([N+](=O)[O-])c1O, O. The product is COc1ccc(CC(=O)Nc2cccc([N+](=O)[O-])c2O)cc1OC1CCCC1. As a reaction SMILES: [C:19]([n:20]1[cH:21][cH:22][n:23][cH:24]1)([n:25]1[cH:26][cH:27][n:28][cH:29]1)=[O:30].[CH:1]1([O:6][c:7]2[cH:8][c:9]([CH2:15][C:16](=[O:17])[OH:18])[cH:10][cH:11][c:12]2[O:13][CH3:14])[CH2:2][CH2:3][CH2:4][CH2:5]1.[Cl:42][CH2:43][Cl:44].[NH2:31][c:32]1[c:33]([OH:41])[c:34]([N+:38](=[O:39])[O-:40])[cH:35][cH:36][cH:37]1.[OH2:45]>>[CH:1]1([O:6][c:7]2[cH:8][c:9]([CH2:15][C:16](=[O:18])[NH:31][c:32]3[c:33]([OH:41])[c:34]([N+:38](=[O:39])[O-:40])[cH:35][cH:36][cH:37]3)[cH:10][cH:11][c:12]2[O:13][CH3:14])[CH2:2][CH2:3][CH2:4][CH2:5]1.